Dataset: the Open Reaction Database (ORD), a public repository of structured organic reaction records. Task: describe an organic reaction: reactants, conditions, products, and yield Starting materials: O=C(CCC)P(OC)(OC)=O (Dimethyl (1-oxobutyl)phosphonate), [I-].[Na+] (sodium iodide). The solvent is CC(=O)CC (ethyl methyl ketone). Product: O=C(CCC)P(OC)([O-])=O.[Na+] (Monosodium monomethyl (1-oxobutyl)phosphonate). As a reaction SMILES: [O:1]=[C:2]([P:6](=[O:11])([O:9]C)[O:7][CH3:8])[CH2:3][CH2:4][CH3:5].[I-].[Na+:13]>CC(CC)=O>[O:1]=[C:2]([P:6](=[O:9])([O-:11])[O:7][CH3:8])[CH2:3][CH2:4][CH3:5].[Na+:13] |f:1.2,4.5|. Procedure details: Dimethyl (1-oxobutyl)phosphonate (10.8 g, 0.06 mol) and sodium iodide (9.0 g, 0.06 mol) were dissolved in ethyl methyl ketone (160 ml) and the solution stirred and refluxed for 16 hours. Starting materials: ClC1=C(C=C2C=CNC(C2=C1)=O)OC1CCC(CC1)(C1=CC=CC=C1)NS(=O)C(C)(C)C (2-methyl-propane-2-sulfinic acid [4-(7-chloro-1-oxo-1,2-dihydro-isoquinolin-6-yloxy)-1-phenyl-cyclohexyl]-amide). The solvent is CC(C)O (2-propanol). The product is NC1(CCC(CC1)OC=1C=C2C=CNC(C2=CC1Cl)=O)C1=CC=CC=C1 (6-(4-Amino-4-phenyl-cyclohexyloxy)-7-chloro-2H-isoquinolin-1-one). The yield is 3.0%. As a reaction SMILES: [Cl:1][C:2]1[CH:11]=[C:10]2[C:5]([CH:6]=[CH:7][NH:8][C:9]2=[O:12])=[CH:4][C:3]=1[O:13][CH:14]1[CH2:19][CH2:18][C:17]([NH:26]S(C(C)(C)C)=O)([C:20]2[CH:25]=[CH:24][CH:23]=[CH:22][CH:21]=2)[CH2:16][CH2:15]1>CC(O)C>[NH2:26][C:17]1([C:20]2[CH:21]=[CH:22][CH:23]=[CH:24][CH:25]=2)[CH2:18][CH2:19][CH:14]([O:13][C:3]2[CH:4]=[C:5]3[C:10](=[CH:11][C:2]=2[Cl:1])[C:9](=[O:12])[NH:8][CH:7]=[CH:6]3)[CH2:15][CH2:16]1. Procedure details: 4.5 mg of the title compound 71 were prepared as diastereomeric mixture from 190 mg (0.40 mmol) of 2-methyl-propane-2-sulfinic acid [4-(7-chloro-1-oxo-1,2-dihydro-isoquinolin-6-yloxy)-1-phenyl-cyclohexyl]-amide (crude, 70) by stirring in a mixture of 2-propanol/0.5N aqueous HCl (2:1) until complete conversion. The reaction mixture was concentrated and purified by preparative HPLC. The resultant trifluoroacetate was taken up in 1N HCl twice and lyophilized. The respective residue was redissolved ... Starting materials: BrCCCCBr, O=C([O-])[O-], CN(C)C=O, [K+], [K+], O, Cc1c(-c2ccccc2)oc2c(O)cccc2c1=O. Product: Cc1c(-c2ccccc2)oc2c(OCCCCBr)cccc2c1=O. Reaction SMILES: [Br:26][CH2:27][CH2:28][CH2:29][CH2:30][Br:31].[C:20](=[O:21])([O-:22])[O-:23].[CH3:33][N:34]([CH3:35])[CH:36]=[O:37].[K+:24].[K+:25].[OH2:32].[OH:1][c:2]1[cH:3][cH:4][cH:5][c:6]2[c:7](=[O:19])[c:8]([CH3:18])[c:9](-[c:12]3[cH:13][cH:14][cH:15][cH:16][cH:17]3)[o:10][c:11]12>>[O:1]([c:2]1[cH:3][cH:4][cH:5][c:6]2[c:7](=[O:19])[c:8]([CH3:18])[c:9](-[c:12]3[cH:13][cH:14][cH:15][cH:16][cH:17]3)[o:10][c:11]12)[CH2:30][CH2:29][CH2:28][CH2:27][Br:26]. Reactants: CCOC(C)=O, CCCCCC, O=C1Nc2cnc(Cl)nc2N2CCOCC12, CCOC(=O)CI, [K+], [K+], O=C([O-])[O-], CN(C)C=O. The product is CCOC(=O)CN1C(=O)C2COCCN2c2nc(Cl)ncc21. RXN SMILES: [C:30]([O:31][CH2:32][CH3:33])(=[O:34])[CH3:35].[CH3:36][CH2:37][CH2:38][CH2:39][CH2:40][CH3:41].[Cl:1][c:2]1[n:3][c:4]2[c:9]([cH:10][n:11]1)[NH:8][C:7](=[O:12])[CH:6]1[N:5]2[CH2:16][CH2:15][O:14][CH2:13]1.[I:17][CH2:18][C:19](=[O:20])[O:21][CH2:22][CH3:23].[K+:24].[K+:25].[O-:26][C:27]([O-:28])=[O:29].[O:42]=[CH:43][N:44]([CH3:45])[CH3:46]>>[Cl:1][c:2]1[n:3][c:4]2[c:9]([cH:10][n:11]1)[N:8]([CH2:18][C:19](=[O:20])[O:21][CH2:22][CH3:23])[C:7](=[O:12])[CH:6]1[N:5]2[CH2:16][CH2:15][O:14][CH2:13]1. Starting materials: [H-].[Al+3].[Li+].[H-].[H-].[H-] (Lithium Aluminum Hydride), C(C1=CC=CC=C1)N1N=CC(=C1)C(=O)OCC (ethyl 1-benzylpyrazole-4-carboxylate), [Cl-].[NH4+] (ammonium chloride). Run in C1CCOC1 (THF). Reaction conditions: time 2 hour. Product: C(C1=CC=CC=C1)N1N=CC(=C1)CO ([1-benzylpyrazol-4-yl]methan-1-ol). The yield is 93.0%. RXN SMILES: [CH2:1]([N:8]1[CH:12]=[C:11]([C:13](OCC)=[O:14])[CH:10]=[N:9]1)[C:2]1[CH:7]=[CH:6][CH:5]=[CH:4][CH:3]=1.[H-].[Al+3].[Li+].[H-].[H-].[H-].[Cl-].[NH4+]>C1COCC1>[CH2:1]([N:8]1[CH:12]=[C:11]([CH2:13][OH:14])[CH:10]=[N:9]1)[C:2]1[CH:3]=[CH:4][CH:5]=[CH:6][CH:7]=1 |f:1.2.3.4.5.6,7.8|. Reported procedure: The ethyl 1-benzylpyrazole-4-carboxylate (5 g, 21.7 mmol) prepared in Example 9 was dissolved in THF (40 ml) and cooled to 0 degrees under inert atmosphere. Lithium Aluminum Hydride (1M in THF, 21.7 ml) was added dropwise. After complete addition, the solution was allowed to warm to room temperature and stirred for 2 hours. Saturated ammonium chloride solution was added slowly until gas evolution ceased. All solvent was removed in vacuo. To the residue was added 100 ml water and 250 ml ethyl ace... Starting materials: N1=CC=CC=C1 (pyridine), N (ammonia), N1C=CC2=CC=NC=C12 (6-azaindole), C[Mg]I (methyl magnesium iodide), C(C(=O)Cl)(=O)Cl (oxalyl chloride). The reagents and catalysts are [Cl-].[Zn+2].[Cl-] (zinc chloride). The solvent is CCOCC (ether). Reaction conditions: time 1 hour. Yields the product O=C(C(=O)N)C1=CNC2=CN=CC=C21 (2-OXO-2-(1H-PYRROLO[2,3-C]-PYRIDIN-3-YL)ACETAMIDE). Reaction SMILES: [NH:1]1[C:9]2[C:4](=[CH:5][CH:6]=[N:7][CH:8]=2)[CH:3]=[CH:2]1.C[Mg]I.[C:13](Cl)(=[O:17])[C:14](Cl)=[O:15].[N:19]1C=CC=CC=1.N>CCOCC.[Cl-].[Zn+2].[Cl-]>[O:15]=[C:14]([C:3]1[C:4]2[C:9](=[CH:8][N:7]=[CH:6][CH:5]=2)[NH:1][CH:2]=1)[C:13]([NH2:19])=[O:17] |f:6.7.8|. Procedure details: A solution of 6-azaindole (1.0 eq.) in ether is treated with methyl magnesium iodide (1.1 eq.) at room temperature, stirred for 1 h, treated with zinc chloride (1.2 eq), stirred for a further 1 h, treated with oxalyl chloride (10 eq.), stirred for 10 h and concentrated in vacuo to remove the solvent and excess oxalyl chloride. The resultant residue is dissolved in CH3CN and pyridine (1.6 eq.), treated with ammonia (2 eq., solution in dioxane), stirred for 1 h and concentrated in vacuo. This resi... Starting materials: C(O[C@@H](C(N1CCC(CC1)N1CCCCC1)=O)CC1=CC2=CN(N=C2C(=C1)C)COCC[Si](C)(C)C)(OC1=CC=C(C=C1)[N+](=O)[O-])=O ((R)-3-(7-methyl-2-((2-(trimethylsilyl)ethoxy)methyl)-2H-indazol-5-yl)-1-oxo-1-(4-(piperidin-1-yl)piperidin-1-yl)propan-2-yl 4-nitrophenyl carbonate), Cl.N1CCC(CC1)C=1C(NC2=CC=CC=C2C1)=O (3-(piperidin-4-yl)quinolin-2(1H)-one hydrochloride), C(C)(C)N(CC)C(C)C (diisopropylethylamine). Run in CN(C=O)C (dimethylformamide). Reaction conditions: time 8 hour. Yields the product O=C1NC2=CC=CC=C2C=C1C1CCN(CC1)C(=O)O[C@@H](C(N1CCC(CC1)N1CCCCC1)=O)CC1=CC2=CN(N=C2C(=C1)C)COCC[Si](C)(C)C ((R)-3-(7-Methyl-2-((2-(trimethylsilyl)ethoxy)methyl)-2H-indazol-5-yl)-1-oxo-1-(4-(piperidin-1-yl)piperidin-1-yl)propan-2-yl 4-(2-oxo-1,2-dihydroquinolin-3-yl)piperidine-1-carboxylate). Reaction SMILES: [C:1](=O)([O:37]C1C=CC([N+]([O-])=O)=CC=1)[O:2][C@H:3]([CH2:18][C:19]1[CH:27]=[C:26]([CH3:28])[C:25]2[C:21](=[CH:22][N:23]([CH2:29][O:30][CH2:31][CH2:32][Si:33]([CH3:36])([CH3:35])[CH3:34])[N:24]=2)[CH:20]=1)[C:4](=[O:17])[N:5]1[CH2:10][CH2:9][CH:8]([N:11]2[CH2:16][CH2:15][CH2:14][CH2:13][CH2:12]2)[CH2:7][CH2:6]1.Cl.[NH:49]1[CH2:54][CH2:53][CH:52]([C:55]2[C:56](=[O:65])[NH:57][C:58]3[C:63]([CH:64]=2)=[CH:62][CH:61]=[CH:60][CH:59]=3)[CH2:51][CH2:50]1.C(N(C(C)C)CC)(C)C>CN(C)C=O>[O:65]=[C:56]1[C:55]([CH:52]2[CH2:53][CH2:54][N:49]([C:1]([O:2][C@H:3]([CH2:18][C:19]3[CH:27]=[C:26]([CH3:28])[C:25]4[C:21](=[CH:22][N:23]([CH2:29][O:30][CH2:31][CH2:32][Si:33]([CH3:35])([CH3:36])[CH3:34])[N:24]=4)[CH:20]=3)[C:4](=[O:17])[N:5]3[CH2:10][CH2:9][CH:8]([N:11]4[CH2:12][CH2:13][CH2:14][CH2:15][CH2:16]4)[CH2:7][CH2:6]3)=[O:37])[CH2:50][CH2:51]2)=[CH:64][C:63]2[C:58](=[CH:59][CH:60]=[CH:61][CH:62]=2)[NH:57]1 |f:1.2|. Procedure details: To a solution of (R)-3-(7-methyl-2-((2-(trimethylsilyl)ethoxy)methyl)-2H-indazol-5-yl)-1-oxo-1-(4-(piperidin-1-yl)piperidin-1-yl)propan-2-yl 4-nitrophenyl carbonate (150 mg, 0.23 mmol) and 3-(piperidin-4-yl)quinolin-2(1H)-one hydrochloride (89.5 mg, 1.50 equiv) in dimethylformamide (1 mL) was added diisopropylethylamine (0.16 mL, 0.90 mmol), and stirred at room temperature overnight. The reaction was concentrated and purified by column chromatography to give 102 mg (60%) as a colorless film. Mas... As a reaction SMILES: [C:1]([CH3:2])([CH3:3])([CH3:4])[c:5]1[n:6][c:7]2[c:8]([n:9]1[CH2:10][CH:11]1[CH2:12][CH2:13][C:14]([F:17])([F:18])[CH2:15][CH2:16]1)[cH:19][cH:20][c:21]([S:23](=[O:24])(=[O:25])[Cl:26])[cH:22]2.[CH2:27]1[CH2:28][NH:29][CH2:30]1.[CH3:31][N:32]([c:33]1[cH:34][cH:35][n:36][cH:37][cH:38]1)[CH3:39].[CH3:40][C:41]#[N:42]>>[C:1]([CH3:2])([CH3:3])([CH3:4])[c:5]1[n:6][c:7]2[c:8]([n:9]1[CH2:10][CH:11]1[CH2:12][CH2:13][C:14]([F:17])([F:18])[CH2:15][CH2:16]1)[cH:19][cH:20][c:21]([S:23](=[O:24])(=[O:25])[N:29]1[CH2:28][CH2:27][CH2:30]1)[cH:22]2. Yields the product CC(C)(C)c1nc2cc(S(=O)(=O)N3CCC3)ccc2n1CC1CCC(F)(F)CC1. Reactants: CC(C)(C)c1nc2cc(S(=O)(=O)Cl)ccc2n1CC1CCC(F)(F)CC1, C1CNC1, CN(C)c1ccncc1, CC#N. Reactants: CN(C)C=O, O=C(Nc1cc(Oc2ccc3c(ccn3C(=O)NC3CC3)c2)ccn1)N1CCC(N2CCCC2)CC1, O=C(Nc1cc(Oc2ccc3c(ccn3C(=O)NC3CC3)c2)ccn1)Oc1ccccc1, OC1CCNCC1. The product is O=C(Nc1cc(Oc2ccc3c(ccn3C(=O)NC3CC3)c2)ccn1)N1CCC(O)CC1. As a reaction SMILES: [CH3:76][N:77]([CH3:78])[CH:79]=[O:80].[CH:40]1([NH:41][C:42]([n:43]2[c:44]3[c:45]([cH:46][c:47]([O:48][c:49]4[cH:50][cH:51][n:52][c:53]([NH:54][C:55]([N:56]5[CH2:57][CH2:58][CH:59]([N:60]6[CH2:61][CH2:62][CH2:63][CH2:64]6)[CH2:65][CH2:66]5)=[O:67])[cH:68]4)[cH:69][cH:70]3)[cH:71][cH:72]2)=[O:73])[CH2:74][CH2:75]1.[CH:8]1([NH:11][C:12](=[O:13])[n:14]2[cH:15][cH:16][c:17]3[cH:18][c:19]([O:23][c:24]4[cH:25][c:26]([NH:30][C:31]([O:32][c:33]5[cH:34][cH:35][cH:36][cH:37][cH:38]5)=[O:39])[n:27][cH:28][cH:29]4)[cH:20][cH:21][c:22]23)[CH2:9][CH2:10]1.[OH:1][CH:2]1[CH2:3][CH2:4][NH:5][CH2:6][CH2:7]1>>[OH:1][CH:2]1[CH2:3][CH2:4][N:5]([C:31]([NH:30][c:26]2[cH:25][c:24]([O:23][c:19]3[cH:18][c:17]4[cH:16][cH:15][n:14]([C:12]([NH:11][CH:8]5[CH2:9][CH2:10]5)=[O:13])[c:22]4[cH:21][cH:20]3)[cH:29][cH:28][n:27]2)=[O:39])[CH2:6][CH2:7]1.